From a dataset of the Open Reaction Database (ORD), a public repository of structured organic reaction records. describe an organic reaction: reactants, conditions, products, and yield Starting materials: BrC=1C=CC(=C(C1)O)OC (5-bromo-2-methoxy-phenol), FCC(CF)O (1,3-difluoro-2-propanol). Yields the product BrC1=CC(=C(C=C1)OC)OC(CF)CF (4-Bromo-2-[2-fluoro-1-(fluoromethyl)ethoxy]-1-methoxybenzene). Isolated yield 56.9%. As a reaction SMILES: [Br:1][C:2]1[CH:3]=[CH:4][C:5]([O:9][CH3:10])=[C:6]([OH:8])[CH:7]=1.[F:11][CH2:12][CH:13](O)[CH2:14][F:15]>>[Br:1][C:2]1[CH:3]=[CH:4][C:5]([O:9][CH3:10])=[C:6]([O:8][CH:13]([CH2:14][F:15])[CH2:12][F:11])[CH:7]=1. Reported procedure: The title compound was prepared by the method outlined for Preparative Example 63 using 5-bromo-2-methoxy-phenol (765 uL, 9.87 mmol) and 1,3-difluoro-2-propanol (765 uL, 9.87 mmol) to afford titled compound as a colorless solid (1.58 g, 55%). 1H NMR (DMSO-d6) 7.28 (d, J=2.4, 1H), 7.14 (dd, J=8.8, 2.4, 1H), 6.97 (d, J=8.8, 1H), 4.55-4.35 (m, 5H), 3.75 (s, 3H). LC/MS (Method B) 3.50 min, [M+1]+ 281/283. Reactants: CCCCN=C=O, ClCCl, O=C(Cl)Cl, NS(=O)(=O)c1c([N+](=O)[O-])ccc2c1CCC2, C1CN2CCN1CC2, O=C=NS(=O)(=O)N=C=O. Product: O=C=NS(=O)(=O)c1c([N+](=O)[O-])ccc2c1CCC2. Reaction SMILES: [CH2:17]([N:18]=[C:22]=[O:23])[CH2:19][CH2:20][CH3:21].[CH2:45]([Cl:46])[Cl:47].[Cl:32][C:33](=[O:34])[Cl:35].[N+:1](=[O:2])([O-:3])[c:4]1[c:5]([S:13](=[O:14])(=[O:15])[NH2:16])[c:6]2[c:10]([cH:11][cH:12]1)[CH2:9][CH2:8][CH2:7]2.[N:24]12[CH2:25][CH2:26][N:27]([CH2:28][CH2:29]1)[CH2:30][CH2:31]2.[S:36]([N:37]=[C:38]=[O:39])([N:40]=[C:41]=[O:42])(=[O:43])=[O:44]>>[N+:1](=[O:2])([O-:3])[c:4]1[c:5]([S:13](=[O:14])(=[O:15])[N:16]=[C:22]=[O:23])[c:6]2[c:10]([cH:11][cH:12]1)[CH2:9][CH2:8][CH2:7]2. The reactants are CC1(C)OB(c2cc[nH]n2)OC1(C)C, CN(C)C=O, [H-], CC(C)I, [Na+], O. Yields the product CC(C)n1ccc(B2OC(C)(C)C(C)(C)O2)n1. RXN SMILES: [CH3:1][C:2]1([CH3:14])[O:3][B:4]([c:9]2[n:10][nH:11][cH:12][cH:13]2)[O:5][C:6]1([CH3:7])[CH3:8].[CH3:21][N:22]([CH3:23])[CH:24]=[O:25].[H-:15].[I:17][CH:18]([CH3:19])[CH3:20].[Na+:16].[OH2:26]>>[CH3:1][C:2]1([CH3:14])[O:3][B:4]([c:9]2[n:10][n:11]([CH:18]([CH3:19])[CH3:20])[cH:12][cH:13]2)[O:5][C:6]1([CH3:7])[CH3:8]. The reactants are N1=C(C=CC=C1)OCC1=CC=C(C=O)C=C1 (4-(pyridin-2-yloxymethyl)-benzaldehyde), C[O-].[Na+] (sodium methoxide), ClCC(=O)OC (methyl chloroacetate), Example 1-3-2, O1CCCC1 (tetrahydrofuran), ice water. Solvent: C(C)(=O)O (acetic acid), C(C)(=O)OCC (ethyl acetate). Run at temperature 0 celsius, time 1 hour. Product: N1=C(C=CC=C1)OCC1=CC=C(C=C1)C1C(O1)C(=O)OC (Methyl 3-(4-(pyridin-2-yloxymethyl)-phenyl)-oxiran-2-carboxylate). RXN SMILES: [N:1]1[CH:6]=[CH:5][CH:4]=[CH:3][C:2]=1[O:7][CH2:8][C:9]1[CH:16]=[CH:15][C:12]([CH:13]=[O:14])=[CH:11][CH:10]=1.O1CCCC1.Cl[CH2:23][C:24]([O:26][CH3:27])=[O:25].C[O-].[Na+]>C(OCC)(=O)C.C(O)(=O)C>[N:1]1[CH:6]=[CH:5][CH:4]=[CH:3][C:2]=1[O:7][CH2:8][C:9]1[CH:16]=[CH:15][C:12]([CH:13]2[O:14][CH:23]2[C:24]([O:26][CH3:27])=[O:25])=[CH:11][CH:10]=1 |f:3.4|. Reported procedure: To a mixture of 4-(pyridin-2-yloxymethyl)-benzaldehyde described in Preparation Example 1-3-2 (24.8 g) and tetrahydrofuran (160 mL) was added methyl chloroacetate (10.2 mL) at −15° C, and sodium methoxide (23.7 mL, 28% methanol solution) was then added thereto at the same temperature. The reaction mixture was stirred at 0° C for one hour, and then was stirred for two hours at room temperature. The reaction mixture was added to ice water (800 mL) containing acetic acid (6 mL), and the reaction mi...